This data is from the Open Reaction Database (ORD), a public repository of structured organic reaction records. The task is: describe an organic reaction: reactants, conditions, products, and yield Starting materials: CO (Methanol), BrC=1C=C(C(=O)O)C=C(C1)I (3-bromo-5-iodo-benzoic acid). Solvent: Cl.CCOCC (HCl ether). Reaction conditions: time 18 hour. The product is BrC=1C=C(C(=O)OC)C=C(C1)I (Methyl 3-bromo-5-iodo-benzoate). As a reaction SMILES: [CH3:1]O.[Br:3][C:4]1[CH:5]=[C:6]([CH:10]=[C:11]([I:13])[CH:12]=1)[C:7]([OH:9])=[O:8]>Cl.CCOCC>[Br:3][C:4]1[CH:5]=[C:6]([CH:10]=[C:11]([I:13])[CH:12]=1)[C:7]([O:9][CH3:1])=[O:8] |f:2.3|. Procedure: Methanol (50 mL) was added into a solution of 3-bromo-5-iodo-benzoic acid (25 g) in 2M HCl/ether (100 mL). The reaction mixture was then stirred at room temperature for 18 hrs. The solution was dried down under reduced pressure. The residue was then re-dissolved in ethyl ether (300 mL). The ether solution was washed with sat. Na2CO3 (3×200 mL), and water (3×200 mL). The organic layer was dried with sodium sulfate and evaporated to dryness to give the crude product. The crude product was then pur...